The task is: describe an organic reaction: reactants, conditions, products, and yield. This data is from the Open Reaction Database (ORD), a public repository of structured organic reaction records. Product: ClC1=CC=C(CONC(=O)C=2C=C3C=CN(C3=CC2)C2=C(C=C(C=C2)CC(=O)O)C#N)C=C1 (2-(4-(5-((4-chlorobenzyloxy)carbamoyl)-1H-indol-1-yl)-3-cyanophenyl)acetic acid). Starting materials: NO (hydroxylamine), C(#N)C1=C(C=CC(=C1)CC(=O)OC)N1C=CC2=CC(=CC=C12)C(=O)O (1-(2-cyano-4-(2-methoxy-2-oxoethyl)phenyl)-1H-indole-5-carboxylic acid), C(C(=O)Cl)(=O)Cl (oxalyl chloride). Reported procedure: O-chlorobenzyl)hydroxylamine was reacted with 1-(2-cyano-4-(2-methoxy-2-oxoethyl)phenyl)-1H-indole-5-carboxylic acid in the presence of triethylamine and oxalyl chloride according to the method of Example 5, Step E, to provide 2-(4-(5-((4-chlorobenzyloxy)carbamoyl)-1H-indol-1-yl)-3-cyanophenyl)acetic acid. 1H NMR (400 MHz, CD3OD) δ 8.10 (s, 1H), 7.91 (s, 1H), 7.80 (d, J=8.6 Hz, 1H), 7.56-7.64 (m, 3H), 7.50 (d, J=8.7 Hz, 2H), 7.41 (d, J=8.6 Hz, 2H), 7.33 (d, J=8.5 Hz, 1H), 6.85 (d, J=4.1 Hz, 1H),... RXN SMILES: [NH2:1][OH:2].[C:3]([C:5]1[CH:10]=[C:9]([CH2:11][C:12]([O:14]C)=[O:13])[CH:8]=[CH:7][C:6]=1[N:16]1[C:24]2[C:19](=[CH:20][C:21]([C:25]([OH:27])=O)=[CH:22][CH:23]=2)[CH:18]=[CH:17]1)#[N:4].[C:28]([Cl:33])(=O)[C:29](Cl)=O>C(N(CC)CC)C>[Cl:33][C:28]1[CH:29]=[CH:3][C:5]([CH2:10][O:2][NH:1][C:25]([C:21]2[CH:20]=[C:19]3[C:24](=[CH:23][CH:22]=2)[N:16]([C:6]2[CH:7]=[CH:8][C:9]([CH2:11][C:12]([OH:14])=[O:13])=[CH:10][C:5]=2[C:3]#[N:4])[CH:17]=[CH:18]3)=[O:27])=[CH:6][CH:7]=1. Run in C(C)N(CC)CC (triethylamine). The reactants are C(#N)C1=NC=CC=C1NCCNC(OCC1=CC=CC=C1)=O (benzyl 2-[(2-cyanopyridin-3-yl)amino]ethylcarbamate), CO (MeOH), Cl (HCl), O (water). Product: CNCCNC=1C(=NC=CC1)C(=O)OC (methyl 3-{[2-(methylamino)ethyl]amino}pyridine-2-carboxylate). RXN SMILES: [C:1]([C:3]1[C:8]([NH:9][CH2:10][CH2:11][NH:12][C:13](=O)OCC2C=CC=CC=2)=[CH:7][CH:6]=[CH:5][N:4]=1)#N.Cl.[OH2:24].[CH3:25][OH:26]>>[CH3:13][NH:12][CH2:11][CH2:10][NH:9][C:8]1[C:3]([C:1]([O:26][CH3:25])=[O:24])=[N:4][CH:5]=[CH:6][CH:7]=1. Reported procedure: In a manner similar to that described in example 2, benzyl 2-[(2-cyanopyridin-3-yl)amino]ethylcarbamate (11.9 g, 38.3 mmol) was dissolved in MeOH and treated with HCl gas and water to give the ester. The reaction was concentrated, dissolved in MeOH and adsorbed to silica gel. The product was eluted with CHCl3 saturated with NH3, the fractions were collected and evaporated to give the product as a yellow oil that crystallized upon sitting.